From a dataset of the Open Reaction Database (ORD), a public repository of structured organic reaction records. describe an organic reaction: reactants, conditions, products, and yield Reactants: ( 2 ), CC(CC=C)C (4-methyl-1-pentene), CC(C=C)C (3-methyl-1-butene), mixture, CC(C=C)C (3-methyl-1-butene). The product is CC(C=C)C.CC(CC=C)C (3-Methyl-1-butene 4-methyl-1-pentene). Reaction SMILES: [CH3:1][CH:2]([CH3:5])[CH:3]=[CH2:4].[CH3:6][CH:7]([CH3:11])[CH2:8][CH:9]=[CH2:10]>>[CH3:1][CH:2]([CH3:5])[CH:3]=[CH2:4].[CH3:6][CH:7]([CH3:11])[CH2:8][CH:9]=[CH2:10] |f:2.3|. Procedure: A random copolymer was prepared in the same manner as described in (2) above except that 1.65 kg of a mixture of 3-methyl-1-butene with 4-methyl-1-pentene at a weight ratio of 1/0.65 was supplied at a rate of 0.41 kg/hr instead of 1.0 kg of 3-methyl-1-butene supplied at a rate of 0.25 kg/hr. The crystallization degree of the polymer obtained was 54.0%. Reported procedure: A four-necked 12-L round-bottomed flask, equipped with a septa, mechanical stirrer, argon inlet, thermocouple and 2-L addition funnel capped with a septa, was argon purged. The 5-chloro-2-methoxyphenylacetic acid, methyl ester from Example 1 (309.15 g, 1.44 mol) and 4-fluoro-3-nitro-benzotrifluoride (207.5 mL, 310.0 g, 1.48 mol) were transferred into the flask via a cannula and dissolved in anhydrous THF (750 mL). The clear light yellow solution was cooled in an acetone/dry ice bath to approxima... The yield is 78.7%. Reaction SMILES: [Cl:1][C:2]1[CH:3]=[CH:4][C:5]([O:13][CH3:14])=[C:6]([CH2:8][C:9]([O:11][CH3:12])=[O:10])[CH:7]=1.F[C:16]1[CH:21]=[CH:20][C:19]([C:22]([F:25])([F:24])[F:23])=[CH:18][C:17]=1[N+:26]([O-:28])=[O:27].C[Si](C)(C)N[Si](C)(C)C.[Li].[F:39]N(S(C1C=CC=CC=1)(=O)=O)S(C1C=CC=CC=1)(=O)=O>C1COCC1>[Cl:1][C:2]1[CH:3]=[CH:4][C:5]([O:13][CH3:14])=[C:6]([C:8]([F:39])([C:16]2[CH:21]=[CH:20][C:19]([C:22]([F:23])([F:24])[F:25])=[CH:18][C:17]=2[N+:26]([O-:28])=[O:27])[C:9]([O:11][CH3:12])=[O:10])[CH:7]=1 |f:2.3,^1:37|. Run at temperature -20 celsius, time 10 minute. The reactants are 2-L, C[Si](N[Si](C)(C)C)(C)C.[Li] (lithium hexamethyldisilazane), C[Si](N[Si](C)(C)C)(C)C.[Li] (lithium hexamethyldisilazane), FN(S(=O)(=O)C1=CC=CC=C1)S(=O)(=O)C1=CC=CC=C1 (N-fluoro-bis(phenylsulfonyl)amine), ClC=1C=CC(=C(C1)CC(=O)OC)OC (5-Chloro-2-methoxyphenylacetic acid, methyl ester), FN(S(=O)(=O)C1=CC=CC=C1)S(=O)(=O)C1=CC=CC=C1 (N-fluoro-bis (phenylsulfonyl) amine), FC1=C(C=C(C=C1)C(F)(F)F)[N+](=O)[O-] (4-fluoro-3-nitro-benzotrifluoride). Run in C1CCOC1 (THF), C1CCOC1 (THF), C1CCOC1 (THF). Yields the product ClC=1C=CC(=C(C1)C(C(=O)OC)(C1=C(C=C(C=C1)C(F)(F)F)[N+](=O)[O-])F)OC (5-Chloro-a-fluoro-2-methoxy-α-[2-nitro-4-(trifluoromethyl)-phenyl]benzeneacetic acid, methyl ester). Starting materials: C(C1=CC=CC=C1)(C1=CC=CC=C1)=NC1=C(C=CC=C1)O ((benzhydrylidene-amino)-phenol), ClC1=CC(CCC1)=O (3-chloro-cyclohex-2-enone), C([O-])([O-])=O.[K+].[K+] (potassium carbonate). The solvent is CC(=O)C (acetone). The product is C(C1=CC=CC=C1)(C1=CC=CC=C1)=NC=1C=C(OC2=CC(CCC2)=O)C=CC1 (3-[3-(benzhydrylidene-amino)phenoxy]-cyclohex-2-enone). RXN SMILES: [C:1](=[N:14][C:15]1[CH:20]=[CH:19][CH:18]=[CH:17][C:16]=1O)([C:8]1[CH:13]=[CH:12][CH:11]=[CH:10][CH:9]=1)[C:2]1[CH:7]=[CH:6][CH:5]=[CH:4][CH:3]=1.Cl[C:23]1[CH2:28][CH2:27][CH2:26][C:25](=[O:29])[CH:24]=1.C(=O)([O-])[O-:31].[K+].[K+]>CC(C)=O>[C:1](=[N:14][C:15]1[CH:16]=[C:17]([CH:18]=[CH:19][CH:20]=1)[O:31][C:23]1[CH2:28][CH2:27][CH2:26][C:25](=[O:29])[CH:24]=1)([C:2]1[CH:3]=[CH:4][CH:5]=[CH:6][CH:7]=1)[C:8]1[CH:13]=[CH:12][CH:11]=[CH:10][CH:9]=1 |f:2.3.4|. Procedure details: A suspension of the (benzhydrylidene-amino)-phenol (10.47 g, 38.3 mmol), 3-chloro-cyclohex-2-enone (5.00 g, 38.3 mmol) and potassium carbonate (5.82, 42.1 mmol) in 150 mL of acetone was heated at reflux overnight. The cooled reaction mixture was filtered and concentrated under reduced pressure. The residue was chromatographed on silica gel eluting hexanes/EtOAc (2:1). In this manner, 3-[3-(benzhydrylidene-amino)phenoxy]-cyclohex-2-enone was obtained as a yellow solid, (8.82 g, 63%): 1H NMR (CDCl... Reactants: CC(C)(CCCS(=O)(=O)N1CC=C(CC1)C1=CC2=C(N=C(S2)CC2CCN(CC2)C2=NC=C(C=N2)CCC)C=C1)O (2-methyl-5-(4-(2-((1-(5-propylpyrimidin-2-yl)piperidin-4-yl)methyl)benzo[d]thiazol-6-yl)-5,6-dihydropyridin-1(2H)-ylsulfonyl)pentan-2-ol). The reagents and catalysts are [Pd] (Pd/C). Solvent: CCOC(=O)C (EtOAc). Reaction conditions: time 24 hour. Yields the product CC(C)(CCCS(=O)(=O)N1CCC(CC1)C1=CC2=C(N=C(S2)CC2CCN(CC2)C2=NC=C(C=N2)CCC)C=C1)O (2-methyl-5-(4-(2-((1-(5-propylpyrimidin-2-yl)piperidin-4-yl)methyl)benzo[d]thiazol-6-yl)piperidin-1-ylsulfonyl)pentan-2-ol). Yield: 48.9%. Reaction SMILES: [CH3:1][C:2]([OH:41])([CH2:4][CH2:5][CH2:6][S:7]([N:10]1[CH2:15][CH2:14][C:13]([C:16]2[CH:40]=[CH:39][C:19]3[N:20]=[C:21]([CH2:23][CH:24]4[CH2:29][CH2:28][N:27]([C:30]5[N:35]=[CH:34][C:33]([CH2:36][CH2:37][CH3:38])=[CH:32][N:31]=5)[CH2:26][CH2:25]4)[S:22][C:18]=3[CH:17]=2)=[CH:12][CH2:11]1)(=[O:9])=[O:8])[CH3:3]>CCOC(C)=O.[Pd]>[CH3:1][C:2]([OH:41])([CH2:4][CH2:5][CH2:6][S:7]([N:10]1[CH2:15][CH2:14][CH:13]([C:16]2[CH:40]=[CH:39][C:19]3[N:20]=[C:21]([CH2:23][CH:24]4[CH2:29][CH2:28][N:27]([C:30]5[N:31]=[CH:32][C:33]([CH2:36][CH2:37][CH3:38])=[CH:34][N:35]=5)[CH2:26][CH2:25]4)[S:22][C:18]=3[CH:17]=2)[CH2:12][CH2:11]1)(=[O:9])=[O:8])[CH3:3]. Procedure: To a solution of 2-methyl-5-(4-(2-((1-(5-propylpyrimidin-2-yl)piperidin-4-yl)methyl)benzo[d]thiazol-6-yl)-5,6-dihydropyridin-1(2H)-ylsulfonyl)pentan-2-ol (Example 41, 27 mg, 0.045 mmol) in EtOAc (1 mL) was added Pd/C (10%, 24 mg, 0.023 mmol). The mixture was stirred under a balloon of H2 for 24 h. The mixture was filtered through a pad of celite and the filtrate was concentrated to afford 2-methyl-5-(4-(2-((1-(5-propylpyrimidin-2-yl)piperidin-4-yl)methyl)benzo[d]thiazol-6-yl)piperidin-1-ylsulfon... Reactants: 37.8, N(C1=CC=CC=C1)C1=C(C(=O)OC)CC(=C(C1)C(=O)OC)NC1=CC=CC=C1 (dimethyl 3,6-dihydro-2,5-dianilinoterephthalate), C1=CC=C(C=C1)C2=CC=CC=C2.C1=CC=C(C=C1)OC2=CC=CC=C2 (Dowtherm A), C1=CC=C(C=C1)C2=CC=CC=C2.C1=CC=C(C=C1)OC2=CC=CC=C2 (Dowtherm A). Reaction conditions: time 90 minute. Product: C1=CC=C2C(=C1)C(=O)C3=CC4=C(C=C3N2)C(=O)C5=CC=CC=C5N4 (quinacridone). Yield: 89.0%. Reaction SMILES: [NH:1]([C:8]1[CH2:17][C:16]([C:18]([O:20]C)=O)=[C:15]([NH:22][C:23]2[CH:28]=[CH:27][CH:26]=[CH:25][CH:24]=2)[CH2:14][C:9]=1[C:10]([O:12]C)=O)[C:2]1[CH:7]=[CH:6][CH:5]=[CH:4][CH:3]=1.C1C=CC(C2C=CC=CC=2)=CC=1.C1C=CC(OC2C=CC=CC=2)=CC=1>>[CH:26]1[CH:27]=[C:28]2[C:18]([C:16]3[C:15]([NH:22][C:23]2=[CH:24][CH:25]=1)=[CH:14][C:9]1[C:10]([C:7]2[C:2]([NH:1][C:8]=1[CH:17]=3)=[CH:3][CH:4]=[CH:5][CH:6]=2)=[O:12])=[O:20] |f:1.2|. Procedure: A suspension of 37.8 parts of dimethyl 3,6-dihydro-2,5-dianilinoterephthalate in 200 parts of ®Dowtherm A is added dropwise to 150 parts of boiling ®Dowtherm A. The mixture is then kept at the boil for a further 90 minutes. Approx. 100 parts of the solvent are then distilled off and 254 parts of a 10% strength solution of iodine in ®Dowtherm A are then added dropwise. Working up is effected as described earlier in the text under "Method A". 27.7 parts of quinacridone in the γ-crystal phase are o... Reactants: C1(=CC=CC=C1)C1=NNC=C1.C(=O)(O)C(CC1=NN(C=C1)C1=CC=CC=C1)NC(C(=O)O)CC(C)C (2-[1-carboxy-2-(1phenyl-1H-pyrazol-3-yl)-ethylamino]-4-methyl-pentanoic acid Phenyl pyrazole), tert-butyl ester, C1(=CC=CC=C1)C (toluene), C[Si](C)(C)C=[N+]=[N-] (trimethylsilyldiazomethane). The solvent is CO (methanol). Run at time 2 hour. The product is COC(C(CC1=NN(C=C1)C1=CC=CC=C1)N)=O (2-amino-3-(1-phenyl-1H-pyrazol-3-yl)-propionic acid methyl ester). The yield is 100.0%. As a reaction SMILES: [C:1]1(C2C=CNN=2)C=CC=CC=1.[C:12]([CH:15]([NH:28]C(CC(C)C)C(O)=O)[CH2:16][C:17]1[CH:21]=[CH:20][N:19]([C:22]2[CH:27]=[CH:26][CH:25]=[CH:24][CH:23]=2)[N:18]=1)([OH:14])=[O:13].C1(C)C=CC=CC=1.C[Si](C=[N+]=[N-])(C)C>CO>[CH3:1][O:14][C:12](=[O:13])[CH:15]([NH2:28])[CH2:16][C:17]1[CH:21]=[CH:20][N:19]([C:22]2[CH:27]=[CH:26][CH:25]=[CH:24][CH:23]=2)[N:18]=1 |f:0.1|. Reported procedure: 2-[1-carboxy-2-(1phenyl-1H-pyrazol-3-yl)-ethylamino]-4-methyl-pentanoic acid Phenyl pyrazole 54-3 was prepared as described by R. M. Adlington et al. from 54-1 (J. Chem. Soc. Perkin Trans I 2000, 2311–2316). This reaction with phenyl hydrazine provided a single isomer whose structure was confirmed with 2D NMR methods (NOESY, HMBC, and HMQC). Phenyl pyrazole 54-3 (380 mg, 0.98 mmol) was dissolved in dichloromethane (4 mL) and a solution of HCl (2.45 mL, 9.80 mmol, 4 N in dioxane) was added dropwi...